This data is from the Open Reaction Database (ORD), a public repository of structured organic reaction records. The task is: describe an organic reaction: reactants, conditions, products, and yield The reactants are Cc1ccc(S(=O)(=O)O)cc1, NCC(F)(F)F, O=C1OC(=O)c2cc(C(F)(F)F)ccc21. The product is O=C1c2ccc(C(F)(F)F)cc2C(=O)N1CC(F)(F)F. Reaction SMILES: [CH3:22][c:23]1[cH:24][cH:25][c:26]([S:27](=[O:28])(=[O:29])[OH:30])[cH:31][cH:32]1.[F:16][C:17]([CH2:18][NH2:19])([F:20])[F:21].[F:1][C:2]([c:3]1[cH:4][c:5]2[c:9]([cH:10][cH:11]1)[C:8](=[O:12])[O:7][C:6]2=[O:13])([F:14])[F:15]>>[F:1][C:2]([c:3]1[cH:4][c:5]2[c:9]([cH:10][cH:11]1)[C:8](=[O:12])[N:19]([CH2:18][C:17]([F:16])([F:20])[F:21])[C:6]2=[O:13])([F:14])[F:15]. Reactants: COC1c2cccc(CBr)c2CC1C, Cc1ccc(S(=O)(=O)O)cc1, Cc1ccccc1. Product: CC1=Cc2cccc(CBr)c2C1. RXN SMILES: [Br:1][CH2:2][c:3]1[c:4]2[c:8]([cH:9][cH:10][cH:11]1)[CH:7]([O:12][CH3:13])[CH:6]([CH3:14])[CH2:5]2.[CH3:15][c:16]1[cH:17][cH:18][c:19]([S:20]([OH:21])(=[O:22])=[O:23])[cH:24][cH:25]1.[CH3:26][c:27]1[cH:28][cH:29][cH:30][cH:31][cH:32]1>>[Br:1][CH2:2][c:3]1[c:4]2[c:8]([cH:9][cH:10][cH:11]1)[CH:7]=[C:6]([CH3:14])[CH2:5]2.